The task is: describe an organic reaction: reactants, conditions, products, and yield. This data is from the Open Reaction Database (ORD), a public repository of structured organic reaction records. Starting materials: [Na] (sodium), CN(C1=NN=CC2=CC(=CC=C12)C=O)C (1-dimethylamino-phthalazine-6-carbaldehyde), NC1=CC=CC=C1 (aniline), [O-]S(=O)(=O)[O-].[Mg+2] (MgSO4). Run in C(Cl)Cl (CH2Cl2), C1CCOC1 (THF), C(C)(=O)O (acetic acid). Yields the product CN(C1=NN=CC2=CC(=CC=C12)CNC1=CC=CC=C1)C (Dimethyl-(6-phenylaminomethyl-phthalazin-1-yl)-amine). RXN SMILES: [CH3:1][N:2]([CH3:15])[C:3]1[C:12]2[C:7](=[CH:8][C:9]([CH:13]=O)=[CH:10][CH:11]=2)[CH:6]=[N:5][N:4]=1.[NH2:16][C:17]1[CH:22]=[CH:21][CH:20]=[CH:19][CH:18]=1.[O-]S([O-])(=O)=O.[Mg+2].[Na]>C(Cl)Cl.C(O)(=O)C.C1COCC1>[CH3:1][N:2]([CH3:15])[C:3]1[C:12]2[C:7](=[CH:8][C:9]([CH2:13][NH:16][C:17]3[CH:22]=[CH:21][CH:20]=[CH:19][CH:18]=3)=[CH:10][CH:11]=2)[CH:6]=[N:5][N:4]=1 |f:2.3,^1:28|. Reported procedure: A mixture of 1-dimethylamino-phthalazine-6-carbaldehyde (25 mg, 0.13 mmol), aniline (14 μL, 0.15 mmol), THF (1 mL) and MgSO4 (43 mg, 0.357 mmol) were stirred at room temperature. To this mixture was added acetic acid (8 μL) followed by sodium cyanoboroahydride (13 mg, 0.207 mmol) and the reaction stirred for 15 h. The reaction was diluted with CH2Cl2, washed with aq. NaHCO3, dried (Na2SO4) and concentrated. Purification by prep. HPLC yielded the desired compound. m/z 279.22 (M+1). Starting materials: CCCc1c(CNC)ccc2ccccc12, CN1CC(=O)Nc2ncc(C=CC(=O)O)cc2C1, CCN=C=NCCCN(C)C, CCN(C(C)C)C(C)C, Cl, Cl, CN(C)C=O, O, On1nnc2ccccc21. Product: CCCc1c(CN(C)C(=O)C=Cc2cnc3c(c2)CN(C)CC(=O)N3)ccc2ccccc12, Cl. As a reaction SMILES: [CH3:20][NH:21][CH2:22][c:23]1[c:24]([CH2:33][CH2:34][CH3:35])[c:25]2[cH:26][cH:27][cH:28][cH:29][c:30]2[cH:31][cH:32]1.[CH3:2][N:3]1[CH2:4][C:5](=[O:19])[NH:6][c:7]2[c:8]([cH:10][c:11]([CH:14]=[CH:15][C:16](=[O:17])[OH:18])[cH:12][n:13]2)[CH2:9]1.[CH3:57][N:58]([CH3:59])[CH2:60][CH2:61][CH2:62][N:63]=[C:64]=[N:65][CH2:66][CH3:67].[CH:36]([N:37]([CH:38]([CH3:39])[CH3:40])[CH2:41][CH3:42])([CH3:43])[CH3:44].[ClH:1].[ClH:56].[O:68]=[CH:69][N:70]([CH3:71])[CH3:72].[OH2:45].[OH:46][n:47]1[c:48]2[cH:49][cH:50][cH:51][cH:52][c:53]2[n:54][n:55]1>>[CH3:2][N:3]1[CH2:4][C:5](=[O:19])[NH:6][c:7]2[c:8]([cH:10][c:11]([CH:14]=[CH:15][C:16](=[O:18])[N:21]([CH3:20])[CH2:22][c:23]3[c:24]([CH2:33][CH2:34][CH3:35])[c:25]4[cH:26][cH:27][cH:28][cH:29][c:30]4[cH:31][cH:32]3)[cH:12][n:13]2)[CH2:9]1.[ClH:1]. The reactants are CC(C)I, [K+], [K+], O=C([O-])[O-], CN(C)C=O, O, O=c1c(O)cn(-c2cccc(C(F)(F)F)c2)nc1-c1ccnn1-c1ccccc1. The product is CC(C)Oc1cn(-c2cccc(C(F)(F)F)c2)nc(-c2ccnn2-c2ccccc2)c1=O. RXN SMILES: [I:30][CH:31]([CH3:32])[CH3:33].[K+:34].[K+:35].[O-:36][C:37]([O-:38])=[O:39].[O:41]=[CH:42][N:43]([CH3:44])[CH3:45].[OH2:40].[OH:1][c:2]1[c:3](=[O:29])[c:4](-[c:18]2[cH:19][cH:20][n:21][n:22]2-[c:23]2[cH:24][cH:25][cH:26][cH:27][cH:28]2)[n:5][n:6](-[c:8]2[cH:9][c:10]([C:14]([F:15])([F:16])[F:17])[cH:11][cH:12][cH:13]2)[cH:7]1>>[O:1]([c:2]1[c:3](=[O:29])[c:4](-[c:18]2[cH:19][cH:20][n:21][n:22]2-[c:23]2[cH:24][cH:25][cH:26][cH:27][cH:28]2)[n:5][n:6](-[c:8]2[cH:9][c:10]([C:14]([F:15])([F:16])[F:17])[cH:11][cH:12][cH:13]2)[cH:7]1)[CH:31]([CH3:32])[CH3:33]. Reactants: CO, CCOC(C)=O, Nc1nc(Cl)c(-c2ccncc2)c(-c2cccc(F)c2)n1, [Na]. Yields the product COc1nc(N)nc(-c2cccc(F)c2)c1-c1ccncc1. As a reaction SMILES: [CH3:23][OH:24].[CH3:25][CH2:26][O:27][C:28](=[O:29])[CH3:30].[Cl:2][c:3]1[n:4][c:5]([NH2:22])[n:6][c:7](-[c:15]2[cH:16][c:17]([F:21])[cH:18][cH:19][cH:20]2)[c:8]1-[c:9]1[cH:10][cH:11][n:12][cH:13][cH:14]1.[Na:1]>>[c:3]1([O:24][CH3:23])[n:4][c:5]([NH2:22])[n:6][c:7](-[c:15]2[cH:16][c:17]([F:21])[cH:18][cH:19][cH:20]2)[c:8]1-[c:9]1[cH:10][cH:11][n:12][cH:13][cH:14]1. The reactants are O=C(O)c1ccccc1C(=O)OO, COC(=O)c1sc(-c2ccccc2)cc1N(C(=O)C1CCC(C)CC1)C1CCSCC1, CCO, [Mg], O. Yields the product COC(=O)c1sc(-c2ccccc2)cc1N(C(=O)C1CCC(C)CC1)C1CCS(=O)CC1. RXN SMILES: [C:35]([O:36][OH:37])(=[O:38])[c:39]1[c:40]([C:45]([OH:46])=[O:47])[cH:41][cH:42][cH:43][cH:44]1.[CH3:1][O:2][C:3](=[O:4])[c:5]1[s:6][c:7](-[c:26]2[cH:27][cH:28][cH:29][cH:30][cH:31]2)[cH:8][c:9]1[N:10]([CH:11]1[CH2:12][CH2:13][S:14][CH2:15][CH2:16]1)[C:17](=[O:18])[CH:19]1[CH2:20][CH2:21][CH:22]([CH3:25])[CH2:23][CH2:24]1.[CH3:32][CH2:33][OH:34].[Mg:48].[OH2:49]>>[CH3:1][O:2][C:3](=[O:4])[c:5]1[s:6][c:7](-[c:26]2[cH:27][cH:28][cH:29][cH:30][cH:31]2)[cH:8][c:9]1[N:10]([CH:11]1[CH2:12][CH2:13][S:14](=[O:34])[CH2:15][CH2:16]1)[C:17](=[O:18])[CH:19]1[CH2:20][CH2:21][CH:22]([CH3:25])[CH2:23][CH2:24]1. The reactants are CC(C)C[Al+]CC(C)C, CCOC(=O)c1cnoc1-c1cc(Cl)cc(Cl)c1, Cl, [H-], C1CCOC1. Yields the product OCc1cnoc1-c1cc(Cl)cc(Cl)c1. Reaction SMILES: [CH2:20]([Al+:21][CH2:22][CH:23]([CH3:24])[CH3:25])[CH:26]([CH3:27])[CH3:28].[Cl:1][c:2]1[cH:3][c:4](-[c:9]2[c:10]([C:14](=[O:15])[O:16][CH2:17][CH3:18])[cH:11][n:12][o:13]2)[cH:5][c:6]([Cl:8])[cH:7]1.[ClH:29].[H-:19].[O:30]1[CH2:31][CH2:32][CH2:33][CH2:34]1>>[Cl:1][c:2]1[cH:3][c:4](-[c:9]2[c:10]([CH2:14][OH:15])[cH:11][n:12][o:13]2)[cH:5][c:6]([Cl:8])[cH:7]1. Reactants: CC(C)(C)C(=O)Cl, CCOC(C)=O, CCCCCC, CCN(C(C)C)C(C)C, ClCCl, Cl, CCOC(=O)n1nc(NC(=O)c2ccc(F)cc2)c2c1C(C)(C)NC2. The product is CCOC(=O)n1nc(NC(=O)c2ccc(F)cc2)c2c1C(C)(C)N(C(=O)C(C)(C)C)C2. RXN SMILES: [C:36]([C:37]([CH3:38])([CH3:39])[CH3:40])(=[O:41])[Cl:42].[CH3:43][CH2:44][O:45][C:46]([CH3:47])=[O:48].[CH3:49][CH2:50][CH2:51][CH2:52][CH2:53][CH3:54].[CH:27]([N:28]([CH2:29][CH3:30])[CH:31]([CH3:32])[CH3:33])([CH3:34])[CH3:35].[Cl:55][CH2:56][Cl:57].[ClH:1].[F:2][c:3]1[cH:4][cH:5][c:6]([C:7](=[O:8])[NH:9][c:10]2[c:11]3[c:12]([n:13]([C:15](=[O:16])[O:17][CH2:18][CH3:19])[n:14]2)[C:20]([CH3:23])([CH3:24])[NH:21][CH2:22]3)[cH:25][cH:26]1>>[F:2][c:3]1[cH:4][cH:5][c:6]([C:7](=[O:8])[NH:9][c:10]2[c:11]3[c:12]([n:13]([C:15](=[O:16])[O:17][CH2:18][CH3:19])[n:14]2)[C:20]([CH3:23])([CH3:24])[N:21]([C:36]([C:37]([CH3:38])([CH3:39])[CH3:40])=[O:41])[CH2:22]3)[cH:25][cH:26]1. The reactants are BrC=1C=C2CN(C(C2=CC1)=O)[C@@H](C(=O)OC)C(C)C ((R)-Methyl 2-(5-bromo-1-oxoisoindolin-2-yl)-3-methylbutanoate), BrC1=CC(=C(C(=O)OC)C=C1)CBr (Methyl 4-bromo-2-(bromomethyl)benzoate), Cl.NCCCC(=O)OC (methyl 4-aminobutanoate hydrochloride). The product is BrC=1C=C2CN(C(C2=CC1)=O)CCCC(=O)OC (Methyl 4-(5-bromo-1-oxoisoindolin-2-yl)butanoate). Reaction SMILES: [Br:1][C:2]1[CH:3]=[C:4]2[C:8](=[CH:9][CH:10]=1)[C:7](=[O:11])[N:6]([C@H:12]([CH:17]([CH3:19])C)C(OC)=O)[CH2:5]2.BrC1C=CC([C:25]([O:27][CH3:28])=[O:26])=C(CBr)C=1.Cl.NCCCC(OC)=O>>[Br:1][C:2]1[CH:3]=[C:4]2[C:8](=[CH:9][CH:10]=1)[C:7](=[O:11])[N:6]([CH2:12][CH2:17][CH2:19][C:25]([O:27][CH3:28])=[O:26])[CH2:5]2 |f:2.3|. Procedure details: The compound of example 374 was prepared analogous to compound of example 359 by reaction of the compound of example 358 and methyl 4-aminobutanoate hydrochloride. Reported procedure: 560 mg of the product of stage A) of example 2 is dissolved in 20 ml of methanol and hydrogenated in the presence of 0.3 g of Pd/C (10%) and 1.41 ml of 1N hydrochloric acid. After working up as described in stage C) of example 1, (S)-3-[N-(3-methylbutyryl)amino]-6-aminohexanoic acid methylester hydrochloride is obtained in the form of a colourless oil. 400 mg of the hydrochloride and 392 mg of N-Boc-p-amidinophenylacetic acid, together with 0.2 ml of triethylamine, 259 mg of HOBT and 290 mg of D... The solvent is C(C)N(CC)CC (triethylamine). The product is FC(C(=O)O)(F)F.CC(CC(=O)N[C@H](CC(=O)O)CCCNC(CC1=CC=C(C=C1)C(N)=N)=O)C ((S)-3-[N-(3-methylbutyryl)amino]-6-[N-(p-amidinophenylacetyl)amino]hexanoic acid trifluoroacetate). As a reaction SMILES: Cl.C[O:3][C:4](=[O:18])[CH2:5][C@@H:6]([NH:11][C:12](=[O:17])[CH2:13][CH:14]([CH3:16])[CH3:15])[CH2:7][CH2:8][CH2:9][NH2:10].C([NH:26][C:27]([C:29]1[CH:34]=[CH:33][C:32]([CH2:35][C:36](O)=[O:37])=[CH:31][CH:30]=1)=[NH:28])(OC(C)(C)C)=O.C1C=CC2N(O)N=NC=2C=1.C1CCC(N=C=NC2CCCCC2)CC1.[C:64]([OH:70])([C:66]([F:69])([F:68])[F:67])=[O:65].O[Li].O>C(N(CC)CC)C>[F:67][C:66]([F:69])([F:68])[C:64]([OH:70])=[O:65].[CH3:15][CH:14]([CH3:16])[CH2:13][C:12]([NH:11][C@@H:6]([CH2:7][CH2:8][CH2:9][NH:10][C:36](=[O:37])[CH2:35][C:32]1[CH:31]=[CH:30][C:29]([C:27](=[NH:26])[NH2:28])=[CH:34][CH:33]=1)[CH2:5][C:4]([OH:3])=[O:18])=[O:17] |f:0.1,6.7,9.10|. Starting materials: C(=O)(C(F)(F)F)O (TFA), methylester, O[Li].O (LiOH-H2O), Cl.COC(C[C@H](CCCN)NC(CC(C)C)=O)=O ((S)-3-[N-(3-methylbutyryl)amino]-6-aminohexanoic acid methylester hydrochloride), C(=O)(OC(C)(C)C)NC(=N)C1=CC=C(C=C1)CC(=O)O (N-Boc-p-amidinophenylacetic acid), C=1C=CC2=C(C1)N=NN2O (HOBT), C1CCC(CC1)N=C=NC2CCCCC2 (DCC).